From a dataset of the Open Reaction Database (ORD), a public repository of structured organic reaction records. describe an organic reaction: reactants, conditions, products, and yield Reactants: BrC=1C=CC=C2C=NNC12 (7-bromo-1H-indazole), S(=O)(=O)(OC)OC (dimethyl sulfate). The solvent is C1(=CC=CC=C1)C (toluene). Yields the product BrC1=CC=CC2=CN(N=C12)C (7-bromo-2-methyl-2H-indazole). Isolated yield 72.7%. RXN SMILES: [Br:1][C:2]1[CH:3]=[CH:4][CH:5]=[C:6]2[C:10]=1[NH:9][N:8]=[CH:7]2.S(OC)(O[CH3:15])(=O)=O>C1(C)C=CC=CC=1>[Br:1][C:2]1[C:10]2[C:6](=[CH:7][N:8]([CH3:15])[N:9]=2)[CH:5]=[CH:4][CH:3]=1. Procedure: A solution of 7-bromo-1H-indazole (3; 1.71 g, 8.67 mmol) and dimethyl sulfate (0.90 mL, 9.5 mmol) in 30 mL of toluene was stirred at 110° C. for 4 h, then allowed to cool. The mixture was carefully washed with 30 mL of a saturated aqueous NaHCO3 solution, dried over MgSO4, filtered (rinsing with diethyl ether), and concentrated to an orange oil Column chromatography (0→50% EtOAc/hexanes) afforded 7-bromo-2-methyl-2H-indazole (6: R=Me; 1.33 g, 73%) as a light tan solid. RXN SMILES: C(OC(=O)[NH:7][C:8]1[CH:13]=[CH:12][C:11]([C:14](=[O:21])[C:15]2[CH:20]=[CH:19][CH:18]=[CH:17][CH:16]=2)=[CH:10][C:9]=1[NH:22][C:23](=[O:32])[CH2:24][C:25](=O)[C:26]1[S:27][CH:28]=[CH:29][CH:30]=1)(C)(C)C.C(O)(C(F)(F)F)=O>C(Cl)Cl>[C:14]([C:11]1[CH:12]=[CH:13][C:8]2[N:7]=[C:25]([C:26]3[S:27][CH:28]=[CH:29][CH:30]=3)[CH2:24][C:23](=[O:32])[NH:22][C:9]=2[CH:10]=1)(=[O:21])[C:15]1[CH:20]=[CH:19][CH:18]=[CH:17][CH:16]=1. Procedure details: Prepared from [4-benzoyl-2-(3-oxo-3-thiophen-2-yl-propionylamino)-phenyl]-carbamic acid tert.-butyl ester (Example K19) (54 mg, 0.12 mmol) by treatment with TFA in CH2Cl2 according to the general procedure M. Obtained as a yellow solid (8 mg). Yields the product C(C1=CC=CC=C1)(=O)C=1C=CC2=C(NC(CC(=N2)C=2SC=CC2)=O)C1 (8-Benzoyl-4-thiophen-2-yl-1,3-dihydro-benzo[b][1,4]diazepin-2-one). Solvent: C(Cl)Cl (CH2Cl2). The reactants are C(C)(C)(C)OC(NC1=C(C=C(C=C1)C(C1=CC=CC=C1)=O)NC(CC(C=1SC=CC1)=O)=O)=O ([4-benzoyl-2-(3-oxo-3-thiophen-2-yl-propionylamino)-phenyl]-carbamic acid tert.-butyl ester), C(=O)(C(F)(F)F)O (TFA). Yield: 19.2%. Starting materials: OCN1N=CC(=C1)C(=O)OC (1-(hydroxymethyl)-4-methoxycarbonyl-1H-pyrazole), S(=O)(Cl)Cl (thionyl chloride). The solvent is ClCCl (dichloromethane). Reaction conditions: time 8 hour. Yields the product ClCN1N=CC(=C1)C(=O)OC (1-(chloromethyl)-4-methoxycarbonyl-1H-pyrazole). As a reaction SMILES: O[CH2:2][N:3]1[CH:7]=[C:6]([C:8]([O:10][CH3:11])=[O:9])[CH:5]=[N:4]1.S(Cl)([Cl:14])=O>ClCCl>[Cl:14][CH2:2][N:3]1[CH:7]=[C:6]([C:8]([O:10][CH3:11])=[O:9])[CH:5]=[N:4]1. Procedure details: 1.38 g of 1-(hydroxymethyl)-4-methoxycarbonyl-1H-pyrazole was dissolved to 10 ml of dichloromethane. 1 ml of thionyl chloride was added to the solution, followed by stirring at room temperature for overnight. The reaction mixture was concentrated under reduced pressure to obtain 1.59 g of 1-(chloromethyl)-4-methoxycarbonyl-1H-pyrazole.